Dataset: the Open Reaction Database (ORD), a public repository of structured organic reaction records. Task: describe an organic reaction: reactants, conditions, products, and yield Starting materials: O=C([O-])[O-], CC#N, O=C(Cl)CCC1CCCC1, NNC(=O)N1Cc2ccccc2Oc2ccc(Cl)cc21, [K+], [K+]. Yields the product O=C(CCC1CCCC1)NNC(=O)N1Cc2ccccc2Oc2ccc(Cl)cc21. As a reaction SMILES: [C:21](=[O:22])([O-:23])[O-:24].[CH3:37][C:38]#[N:39].[CH:27]1([CH2:32][CH2:33][C:34](=[O:35])[Cl:36])[CH2:28][CH2:29][CH2:30][CH2:31]1.[Cl:1][c:2]1[cH:3][c:4]2[c:5]([cH:19][cH:20]1)[O:6][c:7]1[c:8]([cH:15][cH:16][cH:17][cH:18]1)[CH2:9][N:10]2[C:11](=[O:12])[NH:13][NH2:14].[K+:25].[K+:26]>>[Cl:1][c:2]1[cH:3][c:4]2[c:5]([cH:19][cH:20]1)[O:6][c:7]1[c:8]([cH:15][cH:16][cH:17][cH:18]1)[CH2:9][N:10]2[C:11](=[O:12])[NH:13][NH:14][C:34]([CH2:33][CH2:32][CH:27]1[CH2:28][CH2:29][CH2:30][CH2:31]1)=[O:35]. Reactants: ClC1=C(C=C(C=C1)C1=CC(=NC=C1OCC(F)(F)F)C(=O)O)C (4-(4-chloro-3-methylphenyl)-5-(2,2,2-trifluoroethoxy)picolinic acid), C1(CC1)C=1SC=C(N1)CN (2-cyclopropyl-4-thiazolemethanamine). The product is ClC1=C(C=C(C=C1)C1=CC(=NC=C1OCC(F)(F)F)C(=O)NCC=1N=C(SC1)C1CC1)C (4-(4-chloro-3-methylphenyl)-N-((2-cyclopropylthiazol-4-yl)methyl)-5-(2,2,2-trifluoroethoxy)picolinamide). Reaction SMILES: [Cl:1][C:2]1[CH:7]=[CH:6][C:5]([C:8]2[C:13]([O:14][CH2:15][C:16]([F:19])([F:18])[F:17])=[CH:12][N:11]=[C:10]([C:20](O)=[O:21])[CH:9]=2)=[CH:4][C:3]=1[CH3:23].[CH:24]1([C:27]2[S:28][CH:29]=[C:30]([CH2:32][NH2:33])[N:31]=2)[CH2:26][CH2:25]1>>[Cl:1][C:2]1[CH:7]=[CH:6][C:5]([C:8]2[C:13]([O:14][CH2:15][C:16]([F:17])([F:18])[F:19])=[CH:12][N:11]=[C:10]([C:20]([NH:33][CH2:32][C:30]3[N:31]=[C:27]([CH:24]4[CH2:26][CH2:25]4)[S:28][CH:29]=3)=[O:21])[CH:9]=2)=[CH:4][C:3]=1[CH3:23]. Procedure: The title compound was synthesized in analogy to Example 1 using 4-(4-chloro-3-methylphenyl)-5-(2,2,2-trifluoroethoxy)picolinic acid (example BN) and 2-cyclopropyl-4-thiazolemethanamine (CAN 1083299-53-9) as starting materials; LC-MS (UV peak area/ESI) 100%, 482.0911 (M+H)+. The reactants are NC1=C2C(=NC=N1)N(N=C2C2=CC(=C(C=C2)NC(C2=CC=C(C=C2)C(F)(F)F)=O)OC)C2CCN(CC2)C (N1-{4-[4-Amino-1-(1-methyl-4-piperidyl)-1H-pyrazolo[3,4-d]pyrimidin-3-yl]-2-methoxyphenyl}-4-(trifluoromethyl)benzamide), C(\C=C/C(=O)O)(=O)O (maleic acid). Run in C(C)(=O)OCC (ethyl acetate), C(C)(=O)OCC (ethyl acetate). Reaction conditions: time 5 hour. Yields the product C(\C=C/C(=O)O)(=O)O.C(\C=C/C(=O)O)(=O)O.C(\C=C/C(=O)O)(=O)O.NC1=C2C(=NC=N1)N(N=C2C2=CC(=C(C=C2)NC(C2=CC=C(C=C2)C(F)(F)F)=O)OC)C2CCN(CC2)C (N1-{4-[4-amino-1-(1-methyl-4-piperidyl)-1H-pyrazolo[3,4-d]pyrimidin-3-yl]-2-methoxyphenyl}-4-(trifluoromethyl)benzamide, trimaleate salt). The yield is 102.8%. Reaction SMILES: [NH2:1][C:2]1[N:7]=[CH:6][N:5]=[C:4]2[N:8]([CH:32]3[CH2:37][CH2:36][N:35]([CH3:38])[CH2:34][CH2:33]3)[N:9]=[C:10]([C:11]3[CH:16]=[CH:15][C:14]([NH:17][C:18](=[O:29])[C:19]4[CH:24]=[CH:23][C:22]([C:25]([F:28])([F:27])[F:26])=[CH:21][CH:20]=4)=[C:13]([O:30][CH3:31])[CH:12]=3)[C:3]=12.[C:39]([OH:46])(=[O:45])/[CH:40]=[CH:41]\[C:42]([OH:44])=[O:43]>C(OCC)(=O)C>[C:39]([OH:46])(=[O:45])/[CH:40]=[CH:41]\[C:42]([OH:44])=[O:43].[C:39]([OH:46])(=[O:45])/[CH:40]=[CH:41]\[C:42]([OH:44])=[O:43].[C:39]([OH:46])(=[O:45])/[CH:40]=[CH:41]\[C:42]([OH:44])=[O:43].[NH2:1][C:2]1[N:7]=[CH:6][N:5]=[C:4]2[N:8]([CH:32]3[CH2:37][CH2:36][N:35]([CH3:38])[CH2:34][CH2:33]3)[N:9]=[C:10]([C:11]3[CH:16]=[CH:15][C:14]([NH:17][C:18](=[O:29])[C:19]4[CH:24]=[CH:23][C:22]([C:25]([F:27])([F:28])[F:26])=[CH:21][CH:20]=4)=[C:13]([O:30][CH3:31])[CH:12]=3)[C:3]=12 |f:3.4.5.6|. Procedure: N1-{4-[4-Amino-1-(1-methyl-4-piperidyl)-1H-pyrazolo[3,4-d]pyrimidin-3-yl]-2-methoxyphenyl}-4-(trifluoromethyl)benzamide (78 mg, 0.128 mmol) was dissolved in hot ethyl acetate (10 mL) and maleic acid (45 mg, 0.387 mmol) in hot ethyl acetate (1 mL) was added. The reaction mixture was stirred at room temperature for 5 hours. The solvent was removed and ethyl acetate was added and the solid was collected by filtration to give N1-{4-[4-amino-1-(1-methyl-4-piperidyl)-1H-pyrazolo[3,4-d]pyrimidin-3-yl]-... Starting materials: CCNC(=O)Nc1cn2ccc(-c3cccnc3)cc2n1, ClCCCl, CC(C)C(=O)O, CCN(C(C)C)C(C)C, ClCCl, Cl, On1nnc2cccnc21. Product: CCNC(=O)Nc1nc2cc(-c3cccnc3)ccn2c1Cl. As a reaction SMILES: [CH2:20]([CH3:21])[NH:22][C:23](=[O:24])[NH:25][c:26]1[n:27][c:28]2[n:29]([cH:30][cH:31][c:32](-[c:34]3[cH:35][n:36][cH:37][cH:38][cH:39]3)[cH:33]2)[cH:40]1.[CH2:47]([Cl:48])[CH2:50][Cl:49].[CH3:41][CH:42]([C:43](=[O:44])[OH:45])[CH3:46].[CH:11]([N:12]([CH2:13][CH3:14])[CH:15]([CH3:16])[CH3:17])([CH3:18])[CH3:19].[Cl:52][CH2:53][Cl:54].[ClH:51].[OH:1][n:2]1[c:3]2[n:4][cH:5][cH:6][cH:7][c:8]2[n:9][n:10]1>>[CH2:20]([CH3:21])[NH:22][C:23](=[O:24])[NH:25][c:26]1[n:27][c:28]2[n:29]([cH:30][cH:31][c:32](-[c:34]3[cH:35][n:36][cH:37][cH:38][cH:39]3)[cH:33]2)[c:40]1[Cl:49]. Starting materials: CCOCC, C[Si](C)(C)C=[N+]=[N-], CO, O=C(O)c1ccccc1Nc1nc(Cl)ncc1Cl, ClCCl. Product: COC(=O)c1ccccc1Nc1nc(Cl)ncc1Cl. RXN SMILES: [CH2:31]([O:32][CH2:33][CH3:34])[CH3:35].[CH3:19][Si:20]([CH:21]=[N+:22]=[N-:23])([CH3:24])[CH3:25].[CH3:29][OH:30].[Cl:1][c:2]1[n:3][cH:4][c:5]([Cl:18])[c:6]([NH:8][c:9]2[c:10]([C:11](=[O:12])[OH:13])[cH:14][cH:15][cH:16][cH:17]2)[n:7]1.[Cl:26][CH2:27][Cl:28]>>[Cl:1][c:2]1[n:3][cH:4][c:5]([Cl:18])[c:6]([NH:8][c:9]2[c:10]([C:11](=[O:12])[O:13][CH3:19])[cH:14][cH:15][cH:16][cH:17]2)[n:7]1. The reactants are C(Cl)(Cl)(Cl)Cl (carbon tetrachloride), O1CCCC1 (tetrahydrofuran), FC1=CC=C(C(=O)C2=CC=C(C=C2)F)C=C1 (4,4'-difluorobenzophenone), CN1N=NN=C1CC(=O)OCC (ethyl 1-methyl-5-tetrazolylacetate). Reagents/catalysts: [Ti](Cl)(Cl)(Cl)Cl (titanium tetrachloride). Solvent: O (water), N1=CC=CC=C1 (pyridine). Conditions: temperature 0 celsius, time 30 minute. The product is FC1=CC=C(C=C1)C(=C(C(=O)OCC)C1=NN=NN1C)C1=CC=C(C=C1)F (Ethyl 3,3-bis(4-fluorophenyl)-2-(1-methyl-1H-tetrazol-5-yl)-2-propenoate). Reaction SMILES: C(Cl)(Cl)(Cl)Cl.O1CCCC1.[F:11][C:12]1[CH:26]=[CH:25][C:15]([C:16]([C:18]2[CH:23]=[CH:22][C:21]([F:24])=[CH:20][CH:19]=2)=O)=[CH:14][CH:13]=1.[CH3:27][N:28]1[C:32]([CH2:33][C:34]([O:36][CH2:37][CH3:38])=[O:35])=[N:31][N:30]=[N:29]1>N1C=CC=CC=1.[Ti](Cl)(Cl)(Cl)Cl.O>[F:11][C:12]1[CH:26]=[CH:25][C:15]([C:16]([C:18]2[CH:23]=[CH:22][C:21]([F:24])=[CH:20][CH:19]=2)=[C:33]([C:32]2[N:28]([CH3:27])[N:29]=[N:30][N:31]=2)[C:34]([O:36][CH2:37][CH3:38])=[O:35])=[CH:14][CH:13]=1. Procedure details: A mixture of titanium tetrachloride (2 mL) and carbon tetrachloride (2 mL) was added to 15 mL of tetrahydrofuran at -78° C. under an argon atmosphere. The suspension was stirred at -78° C. for 30 minutes before 0.2 g of 4,4'-difluorobenzophenone was added. After stirring for an additional 30 minutes, a solution of 0.15 g of ethyl 1-methyl-5-tetrazolylacetate in 1 mL of dry pyridine was added dropwise. The dark brownish suspension was stirred at -78° C. for 15 minutes, then was allowed to warm to... Starting materials: CCCCc1nc2ccc(N3CCCN(Cc4ccccc4)C3=O)cc2n1Cc1ccc(OC(C(=O)OCC)c2ccccc2)cc1, CCO, [Na+], [OH-]. Yields the product CCCCc1nc2ccc(N3CCCN(Cc4ccccc4)C3=O)cc2n1Cc1ccc(OC(C(=O)O)c2ccccc2)cc1. Reaction SMILES: [CH2:1]([CH2:2][CH2:3][CH3:4])[c:5]1[n:6][c:7]2[c:8]([n:9]1[CH2:10][c:11]1[cH:12][cH:13][c:14]([O:17][CH:18]([c:19]3[cH:20][cH:21][cH:22][cH:23][cH:24]3)[C:25](=[O:26])[O:27][CH2:28][CH3:29])[cH:15][cH:16]1)[cH:30][c:31]([N:34]1[C:35](=[O:47])[N:36]([CH2:40][c:41]3[cH:42][cH:43][cH:44][cH:45][cH:46]3)[CH2:37][CH2:38][CH2:39]1)[cH:32][cH:33]2.[CH3:50][CH2:51][OH:52].[Na+:49].[OH-:48]>>[CH2:1]([CH2:2][CH2:3][CH3:4])[c:5]1[n:6][c:7]2[c:8]([n:9]1[CH2:10][c:11]1[cH:12][cH:13][c:14]([O:17][CH:18]([c:19]3[cH:20][cH:21][cH:22][cH:23][cH:24]3)[C:25](=[O:26])[OH:27])[cH:15][cH:16]1)[cH:30][c:31]([N:34]1[C:35](=[O:47])[N:36]([CH2:40][c:41]3[cH:42][cH:43][cH:44][cH:45][cH:46]3)[CH2:37][CH2:38][CH2:39]1)[cH:32][cH:33]2. Starting materials: OC=1C=C(C(=CC1)C1=CC=CC=C1)C(=O)O (p-hydroxybiphenylcarboxylic acid), [OH-].[K+] (potassium hydroxide), C(C)O (ethanol), Cl (hydrochloric acid), C(CCCCCCCCCCCCC)Br (tetradecyl bromide). The solvent is O (water). Product: C(CCCCCCCCCCCCC)OC1=CC=C(C=C1)C1=CC=C(C=C1)C(=O)O (4'-n-tetradecyloxybiphenyl-4-carboxylic acid). As a reaction SMILES: [OH:1][C:2]1[CH:3]=[C:4](C(O)=O)[C:5]([C:8]2[CH:13]=[CH:12][CH:11]=[CH:10][CH:9]=2)=[CH:6][CH:7]=1.[OH-:17].[K+].[CH2:19](Br)[CH2:20][CH2:21][CH2:22][CH2:23][CH2:24][CH2:25][CH2:26][CH2:27][CH2:28][CH2:29][CH2:30][CH2:31][CH3:32].Cl.[CH2:35]([OH:37])C>O>[CH2:19]([O:1][C:2]1[CH:7]=[CH:6][C:5]([C:8]2[CH:9]=[CH:10][C:11]([C:35]([OH:37])=[O:17])=[CH:12][CH:13]=2)=[CH:4][CH:3]=1)[CH2:20][CH2:21][CH2:22][CH2:23][CH2:24][CH2:25][CH2:26][CH2:27][CH2:28][CH2:29][CH2:30][CH2:31][CH3:32] |f:1.2|. Procedure details: 2.14 g of p-hydroxybiphenylcarboxylic acid and 1.12 g of potassium hydroxide were dissolved in a mixture of 300 ml of ethanol and 40 ml of water. Then 3.02 ml of tetradecyl bromide was added thereto and the mixture was heated under reflux for 12 hours. Next, 13.5 ml of 2M hydrochloric acid was added to the reaction mixture and the crystals thus precipitated were filtered. Thus 2.20 g of 4'-n-tetradecyloxybiphenyl-4-carboxylic acid was obtained.